Dataset: the Open Reaction Database (ORD), a public repository of structured organic reaction records. Task: describe an organic reaction: reactants, conditions, products, and yield The reactants are C(C)OC(CSC1=CN=C(S1)NC(=O)N(C1=CC(=CC=C1)NC(CC)=O)CC1CCCC1)=O ({2-[3-cyclopentylmethyl-3-(3-propionylamino-phenyl)-ureido]-thiazol-5-ylsulfanyl}-acetic acid ethyl ester), C1(CCCC1)C=O (cyclopentanecarbaldehyde), C(C)OC(CSC1=CN=C(S1)N)=O ((2-amino-thiazol-5-ylsulfanyl)acetic acid ethyl ester), C1(CCCC1)CN(C(NC=1SC=C(N1)CC(=O)O)=O)C1=CC(=C(C=C1)F)F ({2-[3-cyclopentylmethyl-3-(3,4-difluoro-phenyl)-ureido]-thiazol-4-yl}-acetic acid), NC=1C=C(C=CC1)NC(CC)=O (N-(3-amino-phenyl)-propionamide). As a reaction SMILES: C([O:3][C:4](=[O:33])[CH2:5][S:6][C:7]1[S:11][C:10]([NH:12][C:13]([N:15]([CH2:27][CH:28]2[CH2:32][CH2:31][CH2:30][CH2:29]2)[C:16]2[CH:21]=[CH:20][CH:19]=[C:18]([NH:22][C:23](=[O:26])[CH2:24][CH3:25])[CH:17]=2)=[O:14])=[N:9][CH:8]=1)C.C1(CN(C2C=CC(F)=C(F)C=2)C(=O)NC2SC=C(CC(O)=O)N=2)CCCC1.NC1C=C(NC(=O)CC)C=CC=1.C1(C=O)CCCC1.C(OC(=O)CSC1SC(N)=NC=1)C>>[CH:28]1([CH2:27][N:15]([C:16]2[CH:21]=[CH:20][CH:19]=[C:18]([NH:22][C:23](=[O:26])[CH2:24][CH3:25])[CH:17]=2)[C:13](=[O:14])[NH:12][C:10]2[S:11][C:7]([S:6][CH2:5][C:4]([OH:33])=[O:3])=[CH:8][N:9]=2)[CH2:29][CH2:30][CH2:31][CH2:32]1. Procedure: The title compound was prepared via {2-[3-cyclopentylmethyl-3-(3-propionylamino-phenyl)-ureido]-thiazol-5-ylsulfanyl}-acetic acid ethyl ester in a similar manner as described for the synthesis of {2-[3-cyclopentylmethyl-3-(3,4-difluoro-phenyl)-ureido]-thiazol-4-yl}-acetic acid, using N-(3-amino-phenyl)-propionamide, cyclopentanecarbaldehyde and (2-amino-thiazol-5-ylsulfanyl)acetic acid ethyl ester. The product is C1(CCCC1)CN(C(NC=1SC(=CN1)SCC(=O)O)=O)C1=CC(=CC=C1)NC(CC)=O ({2-[3-Cyclopentylmethyl-3-(3-propionylamino-phenyl)-ureido]-thiazol-5-ylsulfanyl}-acetic acid). Starting materials: C(=O)(OC(C)(C)C)N[C@H]([C@H](C[C@H](C(=O)O)CC1=CC=C(C=C1)OC)O)CC1=CC=CC=C1 (5(S)-(Boc-amino)-4(S)-hydroxy-6-phenyl-2(R)-(p-methoxy-phenylmethyl)-hexanoic acid), C([O-])([O-])=O.[K+].[K+] (potassium carbonate), silyl ester, C(C)(C)(C)[Si](Cl)(C)C (tert-butyldimethylchlorosilane), N1C=NC=C1 (imidazole), crude product. Solvent: O (water), CO (methanol), C1CCOC1 (THF), CN(C)C=O (DMF), CCCCCC (hexane). Yields the product C(=O)(OC(C)(C)C)N[C@H]([C@H](C[C@H](C(=O)O)CC1=CC=C(C=C1)OC)O[Si](C)(C)C(C)(C)C)CC1=CC=CC=C1 (5(S)-(Boc-amino)-4(S)-(tert-butyldimethylsilyloxy)-6-phenyl-2(R)-(p-methoxyphenylmethyl)-hexanoic acid). Reaction SMILES: [C:1]([NH:8][C@@H:9]([CH2:26][C:27]1[CH:32]=[CH:31][CH:30]=[CH:29][CH:28]=1)[C@@H:10]([OH:25])[CH2:11][C@@H:12]([CH2:16][C:17]1[CH:22]=[CH:21][C:20]([O:23][CH3:24])=[CH:19][CH:18]=1)[C:13]([OH:15])=[O:14])([O:3][C:4]([CH3:7])([CH3:6])[CH3:5])=[O:2].[C:33]([Si:37]([CH3:40])([CH3:39])Cl)([CH3:36])([CH3:35])[CH3:34].N1C=CN=C1.C(=O)([O-])[O-].[K+].[K+]>CN(C=O)C.CO.CCCCCC.O.C1COCC1>[C:1]([NH:8][C@@H:9]([CH2:26][C:27]1[CH:32]=[CH:31][CH:30]=[CH:29][CH:28]=1)[C@@H:10]([O:25][Si:37]([C:33]([CH3:36])([CH3:35])[CH3:34])([CH3:40])[CH3:39])[CH2:11][C@@H:12]([CH2:16][C:17]1[CH:18]=[CH:19][C:20]([O:23][CH3:24])=[CH:21][CH:22]=1)[C:13]([OH:15])=[O:14])([O:3][C:4]([CH3:6])([CH3:7])[CH3:5])=[O:2] |f:3.4.5|. Procedure details: Analogously to Example 1i), 0.93 g (2.10 mmol) of 5(S)-(Boc-amino)-4(S)-hydroxy-6-phenyl-2(R)-(p-methoxy-phenylmethyl)-hexanoic acid in 20 ml of DMF is silylated with 1.4 g (9.64 mmol) of tert-butyldimethylchlorosilane and 1.17 g (17.2 mmol) of imidazole. The silyl ester function is hydrolysed with 1.7 g of potassium carbonate in methanol (23 ml)/THF (7 ml)/water (7 ml) and the crude product is stirred in hexane to give the title compound; tRet (I)=20.6 min; FAB-MS (M+H)+ =558.